From a dataset of the Open Reaction Database (ORD), a public repository of structured organic reaction records. describe an organic reaction: reactants, conditions, products, and yield The reactants are COC(=O)C1(CCC(CC1)C)NC(=O)C=1C=C(C(=CC1)OC)C1=C(C(=C(C=C1F)OC)Cl)F (1-[(3′-Chloro-2′,6′-difluoro-6,4′-dimethoxy-biphenyl-3-carbonyl)-amino]-4-methyl-cyclohexanecarboxylic acid methyl ester), [OH-].[Na+] (NaOH), O1CCOCC1 (dioxane). Run in O (water), O (water). Reaction conditions: temperature 80 celsius, time 6 hour. The product is ClC=1C(=C(C(=CC1OC)F)C1=CC(=CC=C1OC)C(=O)NC1(CCC(CC1)C)C(=O)O)F (1-[(3′-Chloro-2′,6′-difluoro-6,4′-dimethoxy-biphenyl-3-carbonyl)-amino]-4-methyl-cyclohexanecarboxylic acid). Isolated yield 75.5%. Reaction SMILES: C[O:2][C:3]([C:5]1([NH:12][C:13]([C:15]2[CH:16]=[C:17]([C:23]3[C:28]([F:29])=[CH:27][C:26]([O:30][CH3:31])=[C:25]([Cl:32])[C:24]=3[F:33])[C:18]([O:21][CH3:22])=[CH:19][CH:20]=2)=[O:14])[CH2:10][CH2:9][CH:8]([CH3:11])[CH2:7][CH2:6]1)=[O:4].[OH-].[Na+].O1CCOCC1>O>[Cl:32][C:25]1[C:24]([F:33])=[C:23]([C:17]2[C:18]([O:21][CH3:22])=[CH:19][CH:20]=[C:15]([C:13]([NH:12][C:5]3([C:3]([OH:4])=[O:2])[CH2:10][CH2:9][CH:8]([CH3:11])[CH2:7][CH2:6]3)=[O:14])[CH:16]=2)[C:28]([F:29])=[CH:27][C:26]=1[O:30][CH3:31] |f:1.2|. Procedure: 150 mg of 1-[(3′-Chloro-2′,6′-difluoro-6,4′-dimethoxy-biphenyl-3-carbonyl)-amino]-4-methyl-cyclohexanecarboxylic acid methyl ester and 25 mg NaOH were dissolved using 5 ml of dioxane and 0.5 ml of water. The mixture was stirred at 80° C. for 6 h. Then, 15 ml of water were added, the dioxane evaporated and acidified to pH=3 using aqueous NaHSO4-solution. The mixture was stirred for 30 minutes at room temperature. The product was then isolated by filtration and dried in vacuo to yield 110 mg of th... Reactants: O=C([O-])O, CCCCCCCCCCCCCCOc1ccc(CO)cc1, ClCCl, O=C(Cl)Oc1ccccc1, [Na+], c1ccncc1. The product is CCCCCCCCCCCCCCOc1ccc(COC(=O)Oc2ccccc2)cc1. As a reaction SMILES: [C:40](=[O:41])([OH:42])[O-:43].[CH2:1]([CH2:2][CH2:3][CH2:4][CH2:5][CH2:6][CH2:7][CH2:8][CH2:9][CH2:10][CH2:11][CH2:12][CH2:13][CH3:14])[O:15][c:16]1[cH:17][cH:18][c:19]([CH2:20][OH:21])[cH:22][cH:23]1.[CH2:45]([Cl:46])[Cl:47].[Cl:30][C:31](=[O:32])[O:33][c:34]1[cH:35][cH:36][cH:37][cH:38][cH:39]1.[Na+:44].[cH:24]1[cH:25][cH:26][n:27][cH:28][cH:29]1>>[CH2:1]([CH2:2][CH2:3][CH2:4][CH2:5][CH2:6][CH2:7][CH2:8][CH2:9][CH2:10][CH2:11][CH2:12][CH2:13][CH3:14])[O:15][c:16]1[cH:17][cH:18][c:19]([CH2:20][O:21][C:31](=[O:32])[O:33][c:34]2[cH:35][cH:36][cH:37][cH:38][cH:39]2)[cH:22][cH:23]1. The reactants are Cl (HCl), C(C)OC(CC(=O)[O-])=O.[K+] (potassium 3-ethoxy-3-oxopropanoate), COC(=O)N1C(CC(CC1)C(=O)O)C1=CC=C(C=C1)C(F)(F)F (1-(Methoxycarbonyl)-2-(4-(trifluoromethyl)phenyl)piperidine-4-carboxylic acid), COC(=O)N1C(CC(CC1)C(=O)O)C1=CC=C(C=C1)C(F)(F)F (1-(Methoxycarbonyl)-2-(4-(trifluoromethyl)phenyl)piperidine-4-carboxylic acid), N1(C=NC=C1)C(=O)N1C=NC=C1 (di(1H-imidazol-1-yl)methanone), [Cl-].[Mg+2].[Cl-] (magnesium chloride). The solvent is CC(C)(C)OC (MTBE), O (water), CN1C(CNC2=C1C(=O)N=C(N2)N)CNC3=CC=C(C=C3)C(=O)NC(CCC(=O)O)C(=O)O (methyl THF), CN1C(CNC2=C1C(=O)N=C(N2)N)CNC3=CC=C(C=C3)C(=O)NC(CCC(=O)O)C(=O)O (methyl THF). Run at time 45 minute. Yields the product C(C)OC(CC(=O)[C@H]1C[C@@H](N(CC1)C(=O)OC)C1=CC=C(C=C1)C(F)(F)F)=O (Trans-methyl 4-(3-ethoxy-3-oxopropanoyl)-2-(4-(trifluoromethyl)phenyl)piperidine-1-carboxylate), C(C)OC(CC(=O)[C@@H]1C[C@@H](N(CC1)C(=O)OC)C1=CC=C(C=C1)C(F)(F)F)=O (cis-methyl 4-(3-ethoxy-3-oxopropanoyl)-2-(4-(trifluoromethyl)phenyl)-piperidine-1-carboxylate). Yield: 52.0%. RXN SMILES: [CH3:1][O:2][C:3]([N:5]1[CH2:10][CH2:9][CH:8](C(O)=O)[CH2:7][CH:6]1[C:14]1[CH:19]=[CH:18][C:17]([C:20]([F:23])([F:22])[F:21])=[CH:16][CH:15]=1)=[O:4].N1(C(N2C=CN=C2)=O)C=CN=C1.[CH2:36]([O:38][C:39](=[O:44])[CH2:40][C:41]([O-:43])=[O:42])[CH3:37].[K+].[Cl-].[Mg+2].[Cl-].Cl>CN1C2C(N=C(N)NC=2NCC1CNC1C=CC(C(NC(C(O)=O)CCC(O)=O)=O)=CC=1)=O.O.CC(OC)(C)C>[CH2:36]([O:38][C:39](=[O:44])[CH2:40][C:41]([C@@H:8]1[CH2:9][CH2:10][N:5]([C:3]([O:2][CH3:1])=[O:4])[C@@H:6]([C:14]2[CH:19]=[CH:18][C:17]([C:20]([F:23])([F:22])[F:21])=[CH:16][CH:15]=2)[CH2:7]1)=[O:42])[CH3:37].[CH2:36]([O:38][C:39](=[O:44])[CH2:40][C:41]([C@H:8]1[CH2:9][CH2:10][N:5]([C:3]([O:2][CH3:1])=[O:4])[C@@H:6]([C:14]2[CH:15]=[CH:16][C:17]([C:20]([F:23])([F:22])[F:21])=[CH:18][CH:19]=2)[CH2:7]1)=[O:43])[CH3:37] |f:2.3,4.5.6|. Reported procedure: 1-(Methoxycarbonyl)-2-(4-(trifluoromethyl)phenyl)piperidine-4-carboxylic acid (5.629 g, 16.99 mmol) (reference compound 13) was dissolved in methyl THF (120 mL) and di(1H-imidazol-1-yl)methanone (4.13 g, 25.49 mmol) added. The suspension was stirred at room temperature under nitrogen for 3 h 45 min (flask 1). In a separate flask potassium 3-ethoxy-3-oxopropanoate (5.21 g, 30.58 mmol) was suspended in methyl THF (120 mL) and magnesium chloride (2.91 g, 30.58 mmol) added. The suspension was stirre... Product: COCCOc1cc2ncnc(Oc3ccc(Cl)cc3F)c2cc1OC. Starting materials: O=C([O-])[O-], COCCBr, COc1cc2c(Oc3ccc(Cl)cc3F)ncnc2cc1O, [K+], [K+], CN(C)C=O, O. Reaction SMILES: [C:28](=[O:29])([O-:30])[O-:31].[CH3:23][O:24][CH2:25][CH2:26][Br:27].[Cl:1][c:2]1[cH:3][c:4]([F:22])[c:5]([O:6][c:7]2[n:8][cH:9][n:10][c:11]3[cH:12][c:13]([OH:19])[c:14]([O:17][CH3:18])[cH:15][c:16]23)[cH:20][cH:21]1.[K+:32].[K+:33].[O:34]=[CH:35][N:36]([CH3:37])[CH3:38].[OH2:39]>>[Cl:1][c:2]1[cH:3][c:4]([F:22])[c:5]([O:6][c:7]2[n:8][cH:9][n:10][c:11]3[cH:12][c:13]([O:19][CH2:26][CH2:25][O:24][CH3:23])[c:14]([O:17][CH3:18])[cH:15][c:16]23)[cH:20][cH:21]1. The reactants are N1CCCCC1 (Piperidine), COCC1=NC=CC(=N1)Cl (2-methoxymethyl-4-chloropyrimidine). Solvent: ClCCl (dichloromethane), ClCCl (dichloromethane). Run at time 8 hour. The product is COCC1=NC=CC(=N1)N1CCCCC1 (2-methoxymethyl-4-piperidinopyrimidine). RXN SMILES: [NH:1]1[CH2:6][CH2:5][CH2:4][CH2:3][CH2:2]1.[CH3:7][O:8][CH2:9][C:10]1[N:15]=[C:14](Cl)[CH:13]=[CH:12][N:11]=1>ClCCl>[CH3:7][O:8][CH2:9][C:10]1[N:15]=[C:14]([N:1]2[CH2:6][CH2:5][CH2:4][CH2:3][CH2:2]2)[CH:13]=[CH:12][N:11]=1. Reported procedure: Piperidine (6.17 ml) in dichloromethane (40 ml) was added dropwise to a solution of 2-methoxymethyl-4-chloropyrimidine (4.71 g) in dichloromethane (40 ml). After standing overnight at room temperature the mixture was heated under reflux for 1 hour. After cooling the solution was washed with water, dried and stripped. The residue was chromatographed (silica gel, CHCl3) to give 2-methoxymethyl-4-piperidinopyrimidine (4.49 g) as an oil. Starting materials: CCOC(=O)[C@@H]1N(CC=C1)C(=O)OC(C)(C)C ((R)-2,5-dihydro-pyrrole-1,2-dicarboxylic acid 1-tert-butyl ester 2-ethyl ester), FC(C(=O)O)(F)F (trifluoroacetic acid). Reaction conditions: time 3 hour. The product is FC(C(=O)O)(F)F.C(C)OC(=O)[C@@H]1NCC=C1 ((R)-2,5-dihydro-1H-pyrrole-2-carboxylic acid ethyl ester trifluoroacetate). RXN SMILES: [CH3:1][CH2:2][O:3][C:4]([C@H:6]1[CH:10]=[CH:9][CH2:8][N:7]1C(OC(C)(C)C)=O)=[O:5].[F:18][C:19]([F:24])([F:23])[C:20]([OH:22])=[O:21]>>[F:18][C:19]([F:24])([F:23])[C:20]([OH:22])=[O:21].[CH2:2]([O:3][C:4]([C@H:6]1[CH:10]=[CH:9][CH2:8][NH:7]1)=[O:5])[CH3:1] |f:2.3|. Procedure details: (1:1) 1.5 g (0.006 mol) (R)-2,5-dihydro-pyrrole-1,2-dicarboxylic acid 1-tert-butyl ester 2-ethyl ester were dissolved at 5° C. in 10 ml trifluoroacetic acid and stirring was continued at room temperature for 3 hours. Evaporation of the solvent in vacuo gave 2.05 g (quant.) of (R)-2,5-dihydro-1H-pyrrole-2-carboxylic acid ethyl ester trifluoroacetate (1:1) as a yellow oil. MS m/e (%): 142 (1), 68 (100), 45 (10), 41 (15). [α]D=+95.4° (c=1% methanol). Starting materials: COc1ccc(COC2CC(C3OC(C)(C)N(C(C)=O)C3Cc3cc(F)cc(F)c3)N(C(=O)OC(C)(C)C)C2)cc1, ClCCl, N#CC1=C(C#N)C(=O)C(Cl)=C(Cl)C1=O, O. Product: CC(=O)N1C(Cc2cc(F)cc(F)c2)C(C2CC(O)CN2C(=O)OC(C)(C)C)OC1(C)C. Reaction SMILES: [C:1]([CH3:2])([CH3:3])([CH3:4])[O:5][C:6](=[O:7])[N:8]1[CH:9]([CH:23]2[CH:24]([CH2:33][c:34]3[cH:35][c:36]([F:41])[cH:37][c:38]([F:40])[cH:39]3)[N:25]([C:30]([CH3:31])=[O:32])[C:26]([CH3:28])([CH3:29])[O:27]2)[CH2:10][CH:11]([O:13][CH2:14][c:15]2[cH:16][cH:17][c:18]([O:19][CH3:20])[cH:21][cH:22]2)[CH2:12]1.[Cl:42][CH2:43][Cl:44].[Cl:45][C:46]1=[C:57]([Cl:58])[C:55](=[O:56])[C:52]([C:53]#[N:54])=[C:49]([C:50]#[N:51])[C:47]1=[O:48].[OH2:59]>>[C:1]([CH3:2])([CH3:3])([CH3:4])[O:5][C:6](=[O:7])[N:8]1[CH:9]([CH:23]2[CH:24]([CH2:33][c:34]3[cH:35][c:36]([F:41])[cH:37][c:38]([F:40])[cH:39]3)[N:25]([C:30]([CH3:31])=[O:32])[C:26]([CH3:28])([CH3:29])[O:27]2)[CH2:10][CH:11]([OH:13])[CH2:12]1. Reaction SMILES: [CH:1]1[CH:6]=[CH:5][C:4]([N:7]=[C:8](Cl)[Cl:9])=[CH:3][CH:2]=1.[CH3:11][N:12]1[CH2:17][CH2:16][NH:15][CH2:14][CH2:13]1.[C:18]([NH2:26])(=[NH:25])[C:19]1[CH:24]=[CH:23][CH:22]=[CH:21][CH:20]=1>CCOCC.O1CCCC1>[ClH:9].[NH2:26][C:18](=[N:25][C:8]([N:15]1[CH2:16][CH2:17][N:12]([CH3:11])[CH2:13][CH2:14]1)=[N:7][C:4]1[CH:5]=[CH:6][CH:1]=[CH:2][CH:3]=1)[C:19]1[CH:24]=[CH:23][CH:22]=[CH:21][CH:20]=1 |f:5.6|. Conditions: time 1 hour. The product is Cl.NC(C1=CC=CC=C1)=NC(=NC1=CC=CC=C1)N1CCN(CC1)C (N-(1-amino-1-phenylmethylene)-N'-(phenyl)-1-methyl-4-piperazinecarboximidamide hydrochloride). Run in O1CCCC1 (tetrahydrofuran), CCOCC (ether), CCOCC (ether). Starting materials: C(C1=CC=CC=C1)(=N)N (benzamidine), C1=CC=C(C=C1)N=C(Cl)Cl (phenylisocyanide dichloride), CN1CCNCC1 (1-methylpiperazine). Reported procedure: To 3.48 g (0.02 mol) of phenylisocyanide dichloride in 25 ml of anhydrous ether at 0° C. under a nitrogen atmosphere was added 4.0 g (0.04 mol) of 1-methylpiperazine in 20 ml of anhydrous ether dropwise. The mixture was stirred for one hour at ambient temperature and filtered to remove the precipitated 1-methylpiperazine hydrochloride. The filtrate was added dropwise to a solution of 4.8 g (0.04 mol) of benzamidine in 15 ml of tetrahydrofuran. The mixture was stirred for 20 hours at ambient temp... Isolated yield 32.1%. Starting materials: CN1N=CC(=C1)C=1C=2N(C=CN1)N=C(N2)N (8-(1-methylpyrazol-4-yl)-[1,2,4]triazolo[1,5-a]pyrazin-2-amine), ClC1=CC=C2CC(NC2=C1)=O (6-chloro-oxindol). Product: CN1N=CC(=C1)C=1C=2N(C=CN1)N=C(N2)NC2=CC=C1CC(NC1=C2)=O (6-[8-(1-methyl-1H-pyrazol-4-yl)-[1,2,4]triazolo[1,5-a]pyrazin-2-ylamino]-1,3-dihydro-indol-2-one). RXN SMILES: [CH3:1][N:2]1[CH:6]=[C:5]([C:7]2[C:8]3[N:9]([N:13]=[C:14]([NH2:16])[N:15]=3)[CH:10]=[CH:11][N:12]=2)[CH:4]=[N:3]1.Cl[C:18]1[CH:26]=[C:25]2[C:21]([CH2:22][C:23](=[O:27])[NH:24]2)=[CH:20][CH:19]=1>>[CH3:1][N:2]1[CH:6]=[C:5]([C:7]2[C:8]3[N:9]([N:13]=[C:14]([NH:16][C:18]4[CH:26]=[C:25]5[C:21]([CH2:22][C:23](=[O:27])[NH:24]5)=[CH:20][CH:19]=4)[N:15]=3)[CH:10]=[CH:11][N:12]=2)[CH:4]=[N:3]1. Procedure: 8-(1-methylpyrazol-4-yl)-[1,2,4]triazolo[1,5-a]pyrazin-2-amine, synthesized as described earlier, is coupled with 6-chloro-oxindol according to general procedure 2.